The task is: describe an organic reaction: reactants, conditions, products, and yield. This data is from the Open Reaction Database (ORD), a public repository of structured organic reaction records. Reactants: [Al+3].[Cl-].[Cl-].[Cl-] (AlCl3), COC=1C=C2C(CCC(C2=CC1)(C)C)(C)C (6-methoxy-1,1,4,4-tetramethyl-1,2,3,4-tetrahydro-naphthalene), COC=1C=C2C(CCC(C2=CC1)(C)C)(C)C (6-methoxy-1,1,4,4-tetramethyl-1,2,3,4-tetrahydro-naphthalene), C(C)(=O)Cl (acetyl chloride). Solvent: C(Cl)Cl (CH2Cl2), C(Cl)Cl (CH2Cl2). Run at time 1 hour. The product is COC=1C(=CC=2C(CCC(C2C1)(C)C)(C)C)C(C)=O (1-(3-Methoxy-5,5,8,8-tetramethyl-5,6,7,8-tetrahydro-naphthalen-2-yl)-ethanone). Yield: 99.5%. RXN SMILES: [Al+3].[Cl-].[Cl-].[Cl-].[C:5](Cl)(=[O:7])[CH3:6].[CH3:9][O:10][C:11]1[CH:12]=[C:13]2[C:18](=[CH:19][CH:20]=1)[C:17]([CH3:22])([CH3:21])[CH2:16][CH2:15][C:14]2([CH3:24])[CH3:23]>C(Cl)Cl>[CH3:9][O:10][C:11]1[C:20]([C:5](=[O:7])[CH3:6])=[CH:19][C:18]2[C:17]([CH3:22])([CH3:21])[CH2:16][CH2:15][C:14]([CH3:24])([CH3:23])[C:13]=2[CH:12]=1 |f:0.1.2.3|. Reported procedure: To a suspension of AlCl3 (6.6 g, 49.6 mmol) in CH2Cl2 (225 mL) at 0° C. was added acetyl chloride (3.5 mL, 49.6 mmol) dropwise via syringe. To the resulting homogeneous light brown solution was added 6-methoxy-1,1,4,4-tetramethyl-1,2,3,4-tetrahydro-naphthalene (Intermediate 2, 9.0 g, 41.3 mmol) in CH2Cl2 (25 mL) via cannula. The mixture was then stirred at ambient temperature for 1 h, poured onto ice and extracted with Et2O (×2). The combined organic layer was washed with brine, dried over Na2SO... Yields the product CN(C)C1CCCc2c(OCCCN)cccc21. Starting materials: CN(C)C1CCCc2c(OCCCN3C(=O)c4ccccc4C3=O)cccc21, CCO, NN, O. RXN SMILES: [C:4]1(=[O:5])[N:8]([CH2:9][CH2:10][CH2:11][O:12][c:13]2[c:14]3[c:19]([cH:20][cH:21][cH:22]2)[CH:18]([N:23]([CH3:24])[CH3:25])[CH2:17][CH2:16][CH2:15]3)[C:6](=[O:7])[c:26]2[cH:27][cH:28][cH:29][cH:30][c:31]21.[CH3:32][CH2:33][OH:34].[NH2:2][NH2:3].[OH2:1]>>[NH2:8][CH2:9][CH2:10][CH2:11][O:12][c:13]1[c:14]2[c:19]([cH:20][cH:21][cH:22]1)[CH:18]([N:23]([CH3:24])[CH3:25])[CH2:17][CH2:16][CH2:15]2. Starting materials: CN(C)C=O, CCO, Cl, Nc1nc(-n2cc(C(=O)O)c(=O)c3cc(F)c(F)c(Br)c32)c(F)cc1F, OC1CNC1. The product is Nc1nc(-n2cc(C(=O)O)c(=O)c3cc(F)c(N4CC(O)C4)c(Br)c32)c(F)cc1F. Reaction SMILES: [CH3:1][N:2]([CH3:3])[CH:4]=[O:5].[CH3:38][CH2:39][OH:40].[ClH:32].[NH2:6][c:7]1[c:8]([F:31])[cH:9][c:10]([F:30])[c:11](-[n:13]2[cH:14][c:15]([C:27](=[O:28])[OH:29])[c:16](=[O:26])[c:17]3[cH:18][c:19]([F:25])[c:20]([F:24])[c:21]([Br:23])[c:22]23)[n:12]1.[OH:33][CH:34]1[CH2:35][NH:36][CH2:37]1>>[NH2:6][c:7]1[c:8]([F:31])[cH:9][c:10]([F:30])[c:11](-[n:13]2[cH:14][c:15]([C:27](=[O:28])[OH:29])[c:16](=[O:26])[c:17]3[cH:18][c:19]([F:25])[c:20]([N:36]4[CH2:35][CH:34]([OH:33])[CH2:37]4)[c:21]([Br:23])[c:22]23)[n:12]1. Starting materials: BrC1=CC=C(C=C1)C1CC(=NN1C1=C(C=CC=C1)Cl)C(O)(C(F)(F)F)C(F)(F)F (5-(4-Bromo-phenyl)-1-(2-chloro-phenyl)-3-[di-(trifluoromethyl)-hydroxy-methyl]-4,5-dihydro-1H-pyrazole), C(=O)(OC(C)(C)C)N1CCNCCC1 (1-BOC-homopiperazine), C=1C=CC(=CC1)P(C=2C=CC=CC2)C3=CC=C4C=CC=CC4=C3C5=C6C=CC=CC6=CC=C5P(C=7C=CC=CC7)C=8C=CC=CC8 (BINAP), CC(C)([O-])C.[Na+] (sodium t-butoxide). The reagents and catalysts are C=1C=CC(=CC1)/C=C/C(=O)/C=C/C2=CC=CC=C2.C=1C=CC(=CC1)/C=C/C(=O)/C=C/C2=CC=CC=C2.C=1C=CC(=CC1)/C=C/C(=O)/C=C/C2=CC=CC=C2.[Pd].[Pd] (Pd2(dba)3). Solvent: C1(=CC=CC=C1)C (toluene). Run at temperature 100 celsius, time 12 hour. Yields the product ClC1=C(C=CC=C1)N1N=C(CC1C1=CC=C(C=C1)N1CCN(CCC1)C(=O)OC(C)(C)C)C(O)(C(F)(F)F)C(F)(F)F (1-(2-chloro-phenyl)-5-[4-(4-BOC-homopiperazin-1-yl)-phenyl]-3-[di-(trifluoromethyl)-hydroxy-methyl]-4,5-dihydro-1H-pyrazole). Yield: 28.3%. RXN SMILES: Br[C:2]1[CH:7]=[CH:6][C:5]([CH:8]2[N:12]([C:13]3[CH:18]=[CH:17][CH:16]=[CH:15][C:14]=3[Cl:19])[N:11]=[C:10]([C:20]([C:26]([F:29])([F:28])[F:27])([C:22]([F:25])([F:24])[F:23])[OH:21])[CH2:9]2)=[CH:4][CH:3]=1.[C:30]([N:37]1[CH2:43][CH2:42][CH2:41][NH:40][CH2:39][CH2:38]1)([O:32][C:33]([CH3:36])([CH3:35])[CH3:34])=[O:31].C1C=CC(P(C2C(C3C(P(C4C=CC=CC=4)C4C=CC=CC=4)=CC=C4C=3C=CC=C4)=C3C(C=CC=C3)=CC=2)C2C=CC=CC=2)=CC=1.CC(C)([O-])C.[Na+]>C1C=CC(/C=C/C(/C=C/C2C=CC=CC=2)=O)=CC=1.C1C=CC(/C=C/C(/C=C/C2C=CC=CC=2)=O)=CC=1.C1C=CC(/C=C/C(/C=C/C2C=CC=CC=2)=O)=CC=1.[Pd].[Pd].C1(C)C=CC=CC=1>[Cl:19][C:14]1[CH:15]=[CH:16][CH:17]=[CH:18][C:13]=1[N:12]1[CH:8]([C:5]2[CH:4]=[CH:3][C:2]([N:40]3[CH2:41][CH2:42][CH2:43][N:37]([C:30]([O:32][C:33]([CH3:36])([CH3:35])[CH3:34])=[O:31])[CH2:38][CH2:39]3)=[CH:7][CH:6]=2)[CH2:9][C:10]([C:20]([C:22]([F:24])([F:23])[F:25])([C:26]([F:28])([F:27])[F:29])[OH:21])=[N:11]1 |f:3.4,5.6.7.8.9|. Reported procedure: 5-(4-Bromo-phenyl)-1-(2-chloro-phenyl)-3-[di-(trifluoromethyl)-hydroxy-methyl]-4,5-dihydro-1H-pyrazole (1.0 g, 1.99 mmol) prepared in Step 4 of Preparation 17, 1-BOC-homopiperazine (589.0 uL, 2.99 mmol), Pd2(dba)3 (91.0 mg, cat.), BINAP (124.0 mg, cat.) and sodium t-butoxide (287.0 mg, 2.99 mmol) were added to toluene (20.0 mL). The reaction mixture was stirred at 100° C. for 12 hours and then filtered through celite pad. A saturated solution of ammonium chloride was added to the filtrate, which... The reactants are CCOC(=O)C(CCc1ccccc1)NC(C)C(=O)N1C(C(=O)O)CCC2CCCCC21, [Na+], [OH-]. Yields the product CC(NC(CCc1ccccc1)C(=O)O)C(=O)N1C(C(=O)O)CCC2CCCCC21. As a reaction SMILES: [C:1](=[O:2])([O:3][CH2:4][CH3:5])[CH:6]([CH2:7][CH2:8][c:9]1[cH:10][cH:11][cH:12][cH:13][cH:14]1)[NH:15][CH:16]([CH3:17])[C:18](=[O:19])[N:20]1[CH:21]([C:30](=[O:31])[OH:32])[CH2:22][CH2:23][CH:24]2[CH2:25][CH2:26][CH2:27][CH2:28][CH:29]12.[Na+:34].[OH-:33]>>[C:1](=[O:2])([OH:3])[CH:6]([CH2:7][CH2:8][c:9]1[cH:10][cH:11][cH:12][cH:13][cH:14]1)[NH:15][CH:16]([CH3:17])[C:18](=[O:19])[N:20]1[CH:21]([C:30](=[O:31])[OH:32])[CH2:22][CH2:23][CH:24]2[CH2:25][CH2:26][CH2:27][CH2:28][CH:29]12. Starting materials: Cl (HCl), C(C)(C)(C)OC(=O)NCCN1N=C2C=3C(=C(C=CC13)NCCNC(=O)OC(C)(C)C)C(C=1C=CN=CC12)=O (2-[2-(N-tert-butoxycarbonylamino)ethyl]-5-[[2-(N-tert-butoxycarbonylamino)ethyl]amino]isoquino[8,7,6-cd]indazole-6(2H)-one). Solvent: C(C)O (ethanol). Reaction conditions: temperature 40 celsius. Product: Cl.Cl.Cl.NCCN1N=C2C=3C(=C(C=CC13)NCCN)C(C=1C=CN=CC12)=O (2-[2-(amino)ethyl]-5-[[2-(amino)ethyl]amino]isoquino[8,7,6-cd]indazole-6(2H)-one trihydrochloride). RXN SMILES: [ClH:1].C(OC([NH:9][CH2:10][CH2:11][N:12]1[C:20]2[CH:19]=[CH:18][C:17]([NH:21][CH2:22][CH2:23][NH:24]C(OC(C)(C)C)=O)=[C:16]3[C:32](=[O:39])[C:33]4[CH:34]=[CH:35][N:36]=[CH:37][C:38]=4[C:14]([C:15]=23)=[N:13]1)=O)(C)(C)C>C(O)C>[ClH:1].[ClH:1].[ClH:1].[NH2:9][CH2:10][CH2:11][N:12]1[C:20]2[CH:19]=[CH:18][C:17]([NH:21][CH2:22][CH2:23][NH2:24])=[C:16]3[C:32](=[O:39])[C:33]4[CH:34]=[CH:35][N:36]=[CH:37][C:38]=4[C:14]([C:15]=23)=[N:13]1 |f:3.4.5.6|. Procedure: Under a nitrogen atmosphere an ethanolic solution of anhydrous HCl (5N; 0.40 mL) is dropped into a stirred suspension of 2-[2-(N-tert-butoxycarbonylamino) ethyl]-5-[[2-(N-tert-butoxycarbonylamino) ethyl]amino]isoquino[8,7,6-cd]indazole-6(2H)-one of Example 20 (0.104 g) in absolute ethanol (2.1 mL). Initial dissolution of the starting material followed by precipitation of a dark-red solid is observed during the addition of ethanolic HCI. This solid is redissolved with absolute ethanol and the sol...